The task is: describe an organic reaction: reactants, conditions, products, and yield. This data is from the Open Reaction Database (ORD), a public repository of structured organic reaction records. Starting materials: C(C)(=O)OCC (ethyl acetate), [H-].C(C(C)C)[Al+]CC(C)C (diisobutylaluminium hydride), COCCOC=1C=CC=C2C=CC(=CC12)C(=O)OC (Methyl 8-(2-methoxyethoxy)naphthalene-2-carboxylate), COCCOC=1C=CC=C2C=CC(=CC12)C(=O)OC (Methyl 8-(2-methoxyethoxy)naphthalene-2-carboxylate), C(=O)([O-])C(O)C(O)C(=O)[O-].[K+].[Na+] (sodium potassium tartrate). Run in ClCCl (dichloromethane). Conditions: time 3 hour. Yields the product COCCOC=1C=CC=C2C=CC(=CC12)CO ([8-(2-Methoxyethoxy)naphthalen-2-yl]methanol). RXN SMILES: [H-].C([Al+]CC(C)C)C(C)C.[CH3:11][O:12][CH2:13][CH2:14][O:15][C:16]1[CH:17]=[CH:18][CH:19]=[C:20]2[C:25]=1[CH:24]=[C:23]([C:26](OC)=[O:27])[CH:22]=[CH:21]2.C(OCC)(=O)C.C(C(C(C([O-])=O)O)O)([O-])=O.[K+].[Na+]>ClCCl>[CH3:11][O:12][CH2:13][CH2:14][O:15][C:16]1[CH:17]=[CH:18][CH:19]=[C:20]2[C:25]=1[CH:24]=[C:23]([CH2:26][OH:27])[CH:22]=[CH:21]2 |f:0.1,4.5.6|. Procedure details: 1.64 ml of diisobutylaluminium hydride (1.5M in toluene) are added dropwise at 0° C. to a solution of 0.26 g of methyl 8-(2-methoxyethoxy)naphthalene-2-carboxylate (residue 35) in 20 ml of dichloromethane. After 3 hours, the reaction solution is admixed with 2 ml of ethyl acetate, stirred for 1 hour, then admixed with 3 ml of I M sodium potassium tartrate solution and subsequently stirred further for 1 hour. The reaction mixture is concentrated by evaporation—the residue is admixed with water an... Starting materials: FC(C(F)F)(OC=1C=C(C=CC1)NC1=NC=CC(=N1)C1=CC=NC=C1)F (N-[3-(1,1,2,2-tetrafluoroethoxy)phenyl]-4-(4-pyridyl)-2-pyrimidine-amine), ClC1=CC(=CC=C1)C(=O)OO (m-chloroperbenzoic acid). Run in C(Cl)Cl (methylene chloride). Conditions: time 4 hour. Yields the product FC(C(F)F)(OC=1C=C(C=CC1)NC1=NC=CC(=N1)C1=CC=[N+](C=C1)[O-])F (N-[3-(1,1,2,2-tetrafluoroethoxy)phenyl]-4-(N-oxido-4-pyridyl)-2-pyrimidine-amine). As a reaction SMILES: [F:1][C:2]([F:26])([O:6][C:7]1[CH:8]=[C:9]([NH:13][C:14]2[N:19]=[C:18]([C:20]3[CH:25]=[CH:24][N:23]=[CH:22][CH:21]=3)[CH:17]=[CH:16][N:15]=2)[CH:10]=[CH:11][CH:12]=1)[CH:3]([F:5])[F:4].ClC1C=CC=C(C(OO)=[O:35])C=1>C(Cl)Cl>[F:26][C:2]([F:1])([O:6][C:7]1[CH:8]=[C:9]([NH:13][C:14]2[N:19]=[C:18]([C:20]3[CH:25]=[CH:24][N+:23]([O-:35])=[CH:22][CH:21]=3)[CH:17]=[CH:16][N:15]=2)[CH:10]=[CH:11][CH:12]=1)[CH:3]([F:5])[F:4]. Reported procedure: 500 mg (1.37 mmol)of N-[3-(1,1,2,2-tetrafluoroethoxy)phenyl]-4-(4-pyridyl)-2-pyrimidine-amine are suspended in 10 ml of methylene chloride and to the suspension are added 430 mg(1.37 mmol) of m-chloroperbenzoic acid and the reaction mixture is stirred for 4 hours at RT. After extraction with water and 2N sodium hydroxide solution, the organic phase is dried and concentrated on a rotovap. Chromatography (methylene chloride:methanol=19:1 to 9:1) and subsequent crystallisation (methylene chloride:d... Starting materials: NC1=CC=C(C(=C1C(=O)OC)OC[C@@H]1NCCC1)Br (methyl 6-amino-3-bromo-2-((R)-1-pyrrolidin-2-ylmethoxy)benzoate), BrC1=CC=C(C(=C1OC[C@H]1N(CCC1)C(=O)OC(C)(C)C)C(=O)OC)N(C(=O)OC(C)(C)C)C(=O)OC(C)(C)C (tert-butyl (S)-2-[6-bromo-3-bis-(tert-butoxycarbonyl)amino-2-methoxycarbonylphenoxy-methyl]pyrrolidine-1-carboxylate), BrC1=CC=C(C(=C1OC[C@H]1N(CCC1)C(=O)OC(C)(C)C)C(=O)OC)N(C(=O)OC(C)(C)C)C(=O)OC(C)(C)C (tert-butyl (S)-2-[6-bromo-3-bis-(tert-butoxycarbonyl)amino-2-methoxycarbonylphenoxy-methyl]pyrrolidine-1-carboxylate). The product is NC1=CC=C(C(=C1C(=O)OC)OC[C@H]1NCCC1)Br (Methyl 6-amino-3-bromo-2-((S)-1-pyrrolidin-2-ylmethoxy)benzoate). As a reaction SMILES: [NH2:1][C:2]1[C:7]([C:8]([O:10][CH3:11])=[O:9])=[C:6]([O:12][CH2:13][C@H:14]2[CH2:18][CH2:17][CH2:16][NH:15]2)[C:5]([Br:19])=[CH:4][CH:3]=1.BrC1C(OC[C@@H]2CCCN2C(OC(C)(C)C)=O)=C(C(OC)=O)C(N(C(OC(C)(C)C)=O)C(OC(C)(C)C)=O)=CC=1>>[NH2:1][C:2]1[C:7]([C:8]([O:10][CH3:11])=[O:9])=[C:6]([O:12][CH2:13][C@@H:14]2[CH2:18][CH2:17][CH2:16][NH:15]2)[C:5]([Br:19])=[CH:4][CH:3]=1. Reported procedure: Prepared by proceeding in a similar manner to Intermediate 7, starting from tert-butyl (S)-2-[6-bromo-3-bis-(tert-butoxycarbonyl)amino-2-methoxycarbonylphenoxy-methyl]pyrrolidine-1-carboxylate (Intermediate 15).